Dataset: the Open Reaction Database (ORD), a public repository of structured organic reaction records. Task: describe an organic reaction: reactants, conditions, products, and yield As a reaction SMILES: [N:1]1[C:8]([Cl:9])=[N:7][C:5]([Cl:6])=[N:4][C:2]=1Cl.C(N(C(C)C)CC)(C)C.[N:19]([CH2:22][CH2:23][CH2:24][NH2:25])=[N+:20]=[N-:21]>CC(C)=O>[N:19]([CH2:22][CH2:23][CH2:24][NH:25][C:2]1[N:1]=[C:8]([Cl:9])[N:7]=[C:5]([Cl:6])[N:4]=1)=[N+:20]=[N-:21]. Product: N(=[N+]=[N-])CCCNC1=NC(=NC(=N1)Cl)Cl (N-(3-azidopropyl)-4,6-dichloro-1,3,5-triazin-2-amine). The yield is 45.3%. Procedure details: To a solution of cyanuric chloride (18.42 g, 0.10 mol) in acetone (180 mL) in an ice-water bath was added diisopropylethylamine (DIPEA) (12.92 g, 0.10 mol). 1-azido-3-aminopropane (5.00 g, 0.050 mol) in acetone (50 mL) was added slowly over 2 hours. The reaction was stirred at room temperature overnight. The solvent was removed under reduced pressure. The residue was dissolved in CH2Cl2, washed with water, dried (Na2SO4) and rotary evaporated. The resulting residue was purified by column chromat... Run in CC(=O)C (acetone), CC(=O)C (acetone). Conditions: time 8 hour. The reactants are N1=C(Cl)N=C(Cl)N=C1Cl (cyanuric chloride), C(C)(C)N(CC)C(C)C (diisopropylethylamine), N(=[N+]=[N-])CCCN (1-azido-3-aminopropane). Starting materials: COC(=O)C=1SC=CC1O (3-hydroxy-thiophene-2-carboxylic acid methyl ester), C(=O)([O-])[O-].[K+].[K+] (K2CO3), CI (CH3I). Solvent: CC(=O)C (acetone). Conditions: temperature 55 celsius. The product is COC1=C(SC=C1)C(=O)OC (Methyl 3-methoxythiophene-2-carboxylate). Yield: 108.4%. As a reaction SMILES: [CH3:1][O:2][C:3]([C:5]1[S:6][CH:7]=[CH:8][C:9]=1[OH:10])=[O:4].[C:11]([O-])([O-])=O.[K+].[K+].CI>CC(C)=O>[CH3:11][O:10][C:9]1[CH:8]=[CH:7][S:6][C:5]=1[C:3]([O:2][CH3:1])=[O:4] |f:1.2.3|. Reported procedure: To a mixture of 3-hydroxy-thiophene-2-carboxylic acid methyl ester (5 g, 31.6 mmol) and K2CO3 (22.2 g, 161 mmol) in acetone (50 mL) is added CH3I (10.8 mL, 173 mmol,) dropwise at 0° C. The reaction mixture is heated at 55° C. for 4 hours, cooled to room temperature, filtered through diatomaceous earth, and the filtrate is concentrated under vacuum. The residue is diluted with water (100 mL) and extracted with ethyl acetate (2×200 mL). The combined organic layer is washed with brine solution (50 ...